This data is from the Open Reaction Database (ORD), a public repository of structured organic reaction records. The task is: describe an organic reaction: reactants, conditions, products, and yield Reactants: C1(=CC=CC=C1)[C@@H](C)N.C(C)(C)(C)OC(=O)N[C@H]1[C@H]([C@@H]2C=C[C@H]1C2)C(=O)O ((1S,2S,3R,4R)-3-tert-Butoxycarbonylamino-bicyclo[2.2.1]hept-5-ene-2-carboxylic acid (R)-1-phenyl-ethylamine salt), C(C)(=O)OCC (Ethyl acetate), Cl (Hydrogen Chloride). The solvent is O (Water), O (Water). The product is C(C)(C)(C)OC(=O)N[C@H]1[C@H]([C@@H]2C=C[C@H]1C2)C(=O)O ((1S,2S,3R,4R)-3-tert-Butoxycarbonylamino-bicyclo[2.2.1]hept-5-ene-2-carboxylic acid). Yield: 99.7%. Reaction SMILES: C1([C@H](N)C)C=CC=CC=1.[C:10]([O:14][C:15]([NH:17][C@@H:18]1[C@@H:23]2[CH2:24][C@@H:20]([CH:21]=[CH:22]2)[C@@H:19]1[C:25]([OH:27])=[O:26])=[O:16])([CH3:13])([CH3:12])[CH3:11].C(OCC)(=O)C.Cl>O>[C:10]([O:14][C:15]([NH:17][C@@H:18]1[C@@H:23]2[CH2:24][C@@H:20]([CH:21]=[CH:22]2)[C@@H:19]1[C:25]([OH:27])=[O:26])=[O:16])([CH3:13])([CH3:11])[CH3:12] |f:0.1|. Procedure: (1S,2S,3R,4R)-3-tert-Butoxycarbonylamino-bicyclo[2.2.1]hept-5-ene-2-carboxylic acid (R)-1-phenyl-ethylamine salt (10.0 g, 26.7 mmol) in Ethyl acetate (200 mL, 2000 mmol;) and Water (100 mL, 6000 mmol;) was added 1 M of Hydrogen Chloride in Water (50 mL) via pipette to pH 2. The layers were separated and the aqueous was extracted (EtOAc), drying of combined organics (MgSO4) provided (1S,2S,3R,4R)-3-tert-Butoxycarbonylamino-bicyclo[2.2.1]hept-5-ene-2-carboxylic acid as a white foamy solid 6.74 gra...